This data is from the Open Reaction Database (ORD), a public repository of structured organic reaction records. The task is: describe an organic reaction: reactants, conditions, products, and yield Starting materials: C(C)(=O)N1C(CC2=C(C(=CC(=C12)C)OCC(=C)C)C)C (1-acetyl-2,3-dihydro-2,4,7-trimethyl-5-[(2-methyl-2-propenyl)oxy]-1H-indole). The solvent is C(C)N(C1=CC=CC=C1)CC (N,N-diethylaniline), C(C)OCC (diethyl ether). Yields the product C(C)(=O)N1C(CC2=C(C(=C(C(=C12)C)CC(=C)C)O)C)C (1-Acetyl-2,3-dihydro-5-hydroxy-2,4,7-trimethyl-6-(2-methyl-2-propenyl)-1H-indole). The yield is 174.2%. Reaction SMILES: [C:1]([N:4]1[C:12]2[C:7](=[C:8]([CH3:19])[C:9]([O:14]CC(C)=C)=[CH:10][C:11]=2[CH3:13])[CH2:6][CH:5]1[CH3:20])(=[O:3])[CH3:2]>C(N(CC)C1C=CC=CC=1)C.C(OCC)C>[C:1]([N:4]1[C:12]2[C:7](=[C:8]([CH3:19])[C:9]([OH:14])=[C:10]([CH2:8][C:7]([CH3:12])=[CH2:6])[C:11]=2[CH3:13])[CH2:6][CH:5]1[CH3:20])(=[O:3])[CH3:2]. Procedure details: A solution of 1-acetyl-2,3-dihydro-2,4,7-trimethyl-5-[(2-methyl-2-propenyl)oxy]-1H-indole (3.8 g, 14.7 mmol) in N,N-diethylaniline (30 ml) was stirred for 2 hours at 200° C. under nitrogen atmosphere. The reaction mixture was diluted with diethyl ether, and washed with 1N hydrochloric acid, water and saturated brine. The organic layer was dried over magnesium sulfate, filtered and concentrated under reduced pressure to obtain 3.5 g of the title compound as an oil. The reactants are NC(=S)N (thiourea), BrCC1=CC=C(C=C1)[N+](=O)[O-] (1-(bromomethyl)-4-nitrobenzene). Solvent: CC(=O)C (acetone), CC(=O)C (acetone). Conditions: time 2 hour. Yields the product Br.C(N)(=N)SCC1=CC=C(C=C1)[N+](=O)[O-] (4-Nitrobenzyl carbamimidothioate hydrobromide). Yield: 88.7%. As a reaction SMILES: [NH2:1][C:2]([NH2:4])=[S:3].[Br:5][CH2:6][C:7]1[CH:12]=[CH:11][C:10]([N+:13]([O-:15])=[O:14])=[CH:9][CH:8]=1>CC(C)=O>[BrH:5].[C:2]([S:3][CH2:6][C:7]1[CH:12]=[CH:11][C:10]([N+:13]([O-:15])=[O:14])=[CH:9][CH:8]=1)(=[NH:4])[NH2:1] |f:3.4|. Reported procedure: To a solution of thiourea (3.87 g, 50.92 mmol) in acetone (15 mL) was added a solution of 1-(bromomethyl)-4-nitrobenzene (10 g, 46.29 mmol) in acetone (15 mL) and the mixture stirred at rt for 2 h upon which a white precipitate formed. After completion of reaction (by TLC), the mixture was filtered and solid washed with EtOAc and acetone respectively to afford the desired product as off-white solid (12.0 g, 89%). 1H NMR (DMSO-d6): δ 9.17 (br s, 4H), 8.24 (d, J=8.40 Hz, 2H), 7.70 (d, J=8.40 Hz, 2... The reactants are NC=1C=NN2C(=NC=3C=CC=CC3C21)C (1-Amino-5-methylpyrazolo[1,5-c]quinazoline), C(C)(=O)OC(C)=O (acetic anhydride). Yields the product N(C(=O)C)C=1C=NN2C(=NC=3C=CC=CC3C21)C (1-acetamino-5-methylpyrazolo[1,5-c]quinazoline). The yield is 89.0%. As a reaction SMILES: [NH2:1][C:2]1[CH:3]=[N:4][N:5]2[C:14]=1[C:13]1[CH:12]=[CH:11][CH:10]=[CH:9][C:8]=1[N:7]=[C:6]2[CH3:15].[C:16](OC(=O)C)(=[O:18])[CH3:17]>>[NH:1]([C:2]1[CH:3]=[N:4][N:5]2[C:14]=1[C:13]1[CH:12]=[CH:11][CH:10]=[CH:9][C:8]=1[N:7]=[C:6]2[CH3:15])[C:16]([CH3:17])=[O:18]. Procedure details: 1-Amino-5-methylpyrazolo[1,5-c]quinazoline is treated with acetic anhydride as described in Example 5 to give 1-acetamino-5-methylpyrazolo[1,5-c]quinazoline. M.p.: 258°-260° C. Yield: 89%. Reactants: C[O-].[Na+] (sodium methoxide), ClC1=CC=C(C=2CCCC12)O (7-chloro-4-indanol), BrC(C(=O)OC)C1=CC=C(C=C1)OC1=CC=C(C=C1)Cl (methyl α-bromo-α-[p-(p-chlorophenoxy)phenyl]acetate), O (water). Reagents/catalysts: [I-].[K+] (potassium iodide). The solvent is CO (methanol), C1=CC=CC=C1 (benzene), petroleum ether. Yields the product ClC=1C=CC(=C2CCCC12)OC(C(=O)OC)C1=CC=C(C=C1)OC1=CC=C(C=C1)Cl (Methyl α-(7-chloro-4-indanyloxy)-α-[p-(p-chlorophenoxy)phenyl]acetate). The yield is 80.6%. Reaction SMILES: C[O-].[Na+].[Cl:4][C:5]1[C:13]2[CH2:12][CH2:11][CH2:10][C:9]=2[C:8]([OH:14])=[CH:7][CH:6]=1.Br[CH:16]([C:21]1[CH:26]=[CH:25][C:24]([O:27][C:28]2[CH:33]=[CH:32][C:31]([Cl:34])=[CH:30][CH:29]=2)=[CH:23][CH:22]=1)[C:17]([O:19][CH3:20])=[O:18].O>CO.C1C=CC=CC=1.[I-].[K+]>[Cl:4][C:5]1[CH:6]=[CH:7][C:8]([O:14][CH:16]([C:21]2[CH:26]=[CH:25][C:24]([O:27][C:28]3[CH:29]=[CH:30][C:31]([Cl:34])=[CH:32][CH:33]=3)=[CH:23][CH:22]=2)[C:17]([O:19][CH3:20])=[O:18])=[C:9]2[C:13]=1[CH2:12][CH2:11][CH2:10]2 |f:0.1,7.8|. Procedure details: To a solution of 1.19 g of sodium methoxide, 4.22 g of 7-chloro-4-indanol, and 100 mg of potassium iodide in 40 ml of methanol was added 7.11 g of methyl α-bromo-α-[p-(p-chlorophenoxy)phenyl]acetate in 10 ml of benzene. The mixture was heated at reflux overnight, cooled, and then poured into 100 ml of water. The mixture was extracted with 2×75 ml of ether. The combined extracts were washed with 2×50 ml of 5% NaOH, 2×50 ml water, 50 ml saturated brine, and dried (MgSO4). Evaporation of the solven... The reactants are CCOC(=O)c1cc(Cl)c(S(=O)(=O)CC(=O)O)c(Cl)c1, Cc1ccccc1, c1ccncc1. Yields the product CCOC(=O)c1cc(Cl)c(S(C)(=O)=O)c(Cl)c1. RXN SMILES: [CH2:1]([CH3:2])[O:3][C:4]([c:5]1[cH:6][c:7]([Cl:19])[c:8]([S:12](=[O:13])(=[O:14])[CH2:15][C:16]([OH:17])=[O:18])[c:9]([Cl:11])[cH:10]1)=[O:20].[CH3:21][c:22]1[cH:23][cH:24][cH:25][cH:26][cH:27]1.[cH:28]1[cH:29][cH:30][n:31][cH:32][cH:33]1>>[CH2:1]([CH3:2])[O:3][C:4]([c:5]1[cH:6][c:7]([Cl:19])[c:8]([S:12](=[O:13])(=[O:14])[CH3:15])[c:9]([Cl:11])[cH:10]1)=[O:20]. Starting materials: C(=O)(O)[O-].[Na+] (NaHCO3), FC(S(=O)(=O)O)(F)F (Trifluoromethanesulfonic acid), ClC1=CC=C(CC=2N=C(SC2C2=NN=CN2)C=2C(=NN3C2C=C(C=C3)CNCC3=C(C=C(C=C3)OC)OC)C)C=C1 (1-{3-[4-(4-chlorobenzyl)-5-(4H-1,2,4-triazol-3-yl)-1,3-thiazol-2-yl]-2-methylpyrazolo[1,5-a]pyridin-5-yl}-N-(2,4-dimethoxybenzyl)methanamine). The solvent is CCOC(=O)C.O (EtOAc water), FC(C(=O)O)(F)F (trifluoroacetic acid), CCOCC (Et2O), C(Cl)Cl (methylene chloride), CO (MeOH). Conditions: temperature 60 celsius. The product is ClC1=CC=C(CC=2N=C(SC2C2=NN=CN2)C=2C(=NN3C2C=C(C=C3)CN)C)C=C1 (1-{3-[4-(4-Chlorobenzyl)-5-(4H-1,2,4-triazol-3-yl)-1,3-thiazol-2-yl]-2-methylpyrazolo[1,5-a]pyridin-5-yl}methanamine). Yield: 3.6%. RXN SMILES: [Cl:1][C:2]1[CH:41]=[CH:40][C:5]([CH2:6][C:7]2[N:8]=[C:9]([C:17]3[C:18]([CH3:39])=[N:19][N:20]4[CH:25]=[CH:24][C:23]([CH2:26][NH:27]CC5C=CC(OC)=CC=5OC)=[CH:22][C:21]=34)[S:10][C:11]=2[C:12]2[NH:16][CH:15]=[N:14][N:13]=2)=[CH:4][CH:3]=1.FC(F)(F)S(O)(=O)=O.C([O-])(O)=O.[Na+]>C(Cl)Cl.FC(F)(F)C(O)=O.CO.CCOCC.CCOC(C)=O.O>[Cl:1][C:2]1[CH:3]=[CH:4][C:5]([CH2:6][C:7]2[N:8]=[C:9]([C:17]3[C:18]([CH3:39])=[N:19][N:20]4[CH:25]=[CH:24][C:23]([CH2:26][NH2:27])=[CH:22][C:21]=34)[S:10][C:11]=2[C:12]2[NH:16][CH:15]=[N:14][N:13]=2)=[CH:40][CH:41]=1 |f:2.3,8.9|. Procedure details: 1-{3-[4-(4-chlorobenzyl)-5-(4H-1,2,4-triazol-3-yl)-1,3-thiazol-2-yl]-2-methylpyrazolo[1,5-a]pyridin-5-yl}-N-(2,4-dimethoxybenzyl)methanamine (0.257 g, 0.438 mmol) was dissolved in methylene chloride (6.0 mL) and trifluoroacetic acid (6.0 mL). Trifluoromethanesulfonic acid (0.050 mL, 0.56 mmol) was added and the mixture was heated to 60° C. for 6 days. The mixture was evaporated in a rotary evaporator, azeotroped with EtOAc (3×), and evaporated to give a crude residue. The residue was suspended i... The reactants are CNC(=O)N1CCCCC(NC(=O)OC(C)(C)C)C1=O, Nc1cc(N2CCNCC2)c2ccc(Cl)cc2n1, O=C(O)C(F)(F)F, [K+], [K+], O=C([O-])[O-]. The product is CNC(=O)N1CCCCC(NC(=O)N2CCN(c3cc(N)nc4cc(Cl)ccc34)CC2)C1=O. Reaction SMILES: [CH3:1][C:2]([O:3][C:6]([NH:7][CH:8]1[C:9](=[O:19])[N:10]([C:15](=[O:16])[NH:17][CH3:18])[CH2:11][CH2:12][CH2:13][CH2:14]1)=[O:20])([CH3:4])[CH3:5].[Cl:34][c:35]1[cH:36][cH:37][c:38]2[c:39]([N:46]3[CH2:47][CH2:48][NH:49][CH2:50][CH2:51]3)[cH:40][c:41]([NH2:45])[n:42][c:43]2[cH:44]1.[F:21][C:22]([F:23])([F:24])[C:25]([OH:26])=[O:27].[K+:28].[K+:29].[O-:30][C:31]([O-:32])=[O:33]>>[C:6]([NH:7][CH:8]1[C:9](=[O:19])[N:10]([C:15](=[O:16])[NH:17][CH3:18])[CH2:11][CH2:12][CH2:13][CH2:14]1)(=[O:20])[N:49]1[CH2:48][CH2:47][N:46]([c:39]2[c:38]3[cH:37][cH:36][c:35]([Cl:34])[cH:44][c:43]3[n:42][c:41]([NH2:45])[cH:40]2)[CH2:51][CH2:50]1.